Task: describe an organic reaction: reactants, conditions, products, and yield. Dataset: the Open Reaction Database (ORD), a public repository of structured organic reaction records The reactants are CC(=O)c1nn(C)c(-c2ccc(C(C)(C)C)cc2)c1O, CC(C)O, COC(=O)c1ccc(C(=O)NN)cc1[N+](=O)[O-]. The product is COC(=O)c1ccc(C(=O)NN=C(C)c2nn(C)c(-c3ccc(C(C)(C)C)cc3)c2O)cc1[N+](=O)[O-]. RXN SMILES: [C:1]([CH3:2])([CH3:3])([CH3:4])[c:5]1[cH:6][cH:7][c:8](-[c:11]2[c:12]([OH:20])[c:13]([C:17]([CH3:18])=[O:19])[n:14][n:15]2[CH3:16])[cH:9][cH:10]1.[CH:38]([OH:39])([CH3:40])[CH3:41].[N+:21](=[O:22])([O-:23])[c:24]1[c:25]([C:26](=[O:27])[O:28][CH3:29])[cH:30][cH:31][c:32]([C:34](=[O:35])[NH:36][NH2:37])[cH:33]1>>[C:1]([CH3:2])([CH3:3])([CH3:4])[c:5]1[cH:6][cH:7][c:8](-[c:11]2[c:12]([OH:20])[c:13]([C:17]([CH3:18])=[N:37][NH:36][C:34]([c:32]3[cH:31][cH:30][c:25]([C:26](=[O:27])[O:28][CH3:29])[c:24]([N+:21](=[O:22])[O-:23])[cH:33]3)=[O:35])[n:14][n:15]2[CH3:16])[cH:9][cH:10]1. The reactants are CCC(=O)OCC12CCCC=C1CCC1C2CCC2(C)C(OC(=O)CC)CCC12, CCC(=O)OCC12C(=CCCC1C)CCC1C3CCC(OC(=O)CC)C3(C)CCC12. Product: CCC(=O)OC1CCC2C3CCC4=CCCCC4(CO)C3CCC12C. Reaction SMILES: [C:1]([CH2:2][CH3:3])(=[O:4])[O:5][CH:6]1[C:7]2([CH3:8])[CH:9]([CH2:10][CH2:11]1)[CH:12]1[CH2:13][CH2:14][C:15]3=[CH:16][CH2:17][CH2:18][CH2:19][C:20]3([CH2:21][O:22][C:23](=[O:24])[CH2:25][CH3:26])[CH:27]1[CH2:28][CH2:29]2.[C:30]([O:31][CH:32]1[CH2:33][CH2:34][CH:35]2[CH:36]3[CH:37]([CH2:38][CH2:39][C:40]12[CH3:41])[C:42]1([CH2:43][O:44][C:45](=[O:46])[CH2:47][CH3:48])[C:49](=[CH:50][CH2:51][CH2:52][CH:53]1[CH3:54])[CH2:55][CH2:56]3)(=[O:57])[CH2:58][CH3:59]>>[C:1]([CH2:2][CH3:3])(=[O:4])[O:5][CH:6]1[C:7]2([CH3:8])[CH:9]([CH2:10][CH2:11]1)[CH:12]1[CH2:13][CH2:14][C:15]3=[CH:16][CH2:17][CH2:18][CH2:19][C:20]3([CH2:21][OH:22])[CH:27]1[CH2:28][CH2:29]2. Reactants: O (water), CC(CO)CC1CC(CCC1)C (2-methyl-3-(3-methylcyclohexyl)propan-1-ol), CC(=O)OI1(C=2C=CC=CC2C(=O)O1)(OC(=O)C)OC(=O)C (Dess Martin periodinane). Solvent: ClCCl (dichloromethane), ClCCl (dichloromethane), C(C)OCC (diethyl ether). Reaction conditions: time 1 hour. The product is CC(C=O)CC1CC(CCC1)C (2-methyl-3-(3-methylcyclohexyl)propanal). The yield is 54.0%. As a reaction SMILES: CC(OI1(OC(C)=O)(OC(C)=O)OC(=O)C2C=CC=CC1=2)=O.[CH3:23][CH:24]([CH2:27][CH:28]1[CH2:33][CH2:32][CH2:31][CH:30]([CH3:34])[CH2:29]1)[CH2:25][OH:26].O>ClCCl.C(OCC)C>[CH3:23][CH:24]([CH2:27][CH:28]1[CH2:33][CH2:32][CH2:31][CH:30]([CH3:34])[CH2:29]1)[CH:25]=[O:26]. Reported procedure: A solution of Dess Martin periodinane (4.1 g, 9.7 mmol, 1.1 eq) in dichloromethane (43 mL) was charged into a 250 mL three-necked round-bottom flask, equipped with a mechanical stirrer and a reflux condenser. 2-methyl-3-(3-methylcyclohexyl)propan-1-ol (1.5 g, 8.8 mmol) was added dropwise, followed by a mixture of water (127 L) in dichloromethane (127 mL) at ambient temperature, over 1 h. After stirring for 1 h at ambient temperature, the mixture was diluted with diethyl ether (100 mL) and washed... Starting materials: CC(NC(=O)c1ccc(Cl)c(Br)c1)c1cccc(Cl)c1, CCN(C(C)C)C(C)C, O=C(C=Cc1ccccc1)C=Cc1ccccc1, C1COCCO1, O=C(C=Cc1ccccc1)C=Cc1ccccc1, O=C(C=Cc1ccccc1)C=Cc1ccccc1, [Pd], [Pd], Sc1ccccc1, CC1(C)c2cccc(P(c3ccccc3)c3ccccc3)c2Oc2c(P(c3ccccc3)c3ccccc3)cccc21. Reaction SMILES: [Br:1][c:2]1[cH:3][c:4]([C:5](=[O:6])[NH:7][CH:8]([CH3:9])[c:10]2[cH:11][c:12]([Cl:16])[cH:13][cH:14][cH:15]2)[cH:17][cH:18][c:19]1[Cl:20].[CH2:70]([N:71]([CH:72]([CH3:73])[CH3:74])[CH:75]([CH3:76])[CH3:77])[CH3:78].[O:117]=[C:118]([CH:119]=[CH:120][c:121]1[cH:122][cH:123][cH:124][cH:125][cH:126]1)[CH:127]=[CH:128][c:129]1[cH:130][cH:131][cH:132][cH:133][cH:134]1.[O:135]1[CH2:136][CH2:137][O:138][CH2:139][CH2:140]1.[O:81]=[C:82]([CH:83]=[CH:84][c:85]1[cH:86][cH:87][cH:88][cH:89][cH:90]1)[CH:91]=[CH:92][c:93]1[cH:94][cH:95][cH:96][cH:97][cH:98]1.[O:99]=[C:100]([CH:101]=[CH:102][c:103]1[cH:104][cH:105][cH:106][cH:107][cH:108]1)[CH:109]=[CH:110][c:111]1[cH:112][cH:113][cH:114][cH:115][cH:116]1.[Pd:79].[Pd:80].[SH:63][c:64]1[cH:65][cH:66][cH:67][cH:68][cH:69]1.[c:21]1([P:22]([c:23]2[cH:24][cH:25][cH:26][cH:27][cH:28]2)[c:29]2[c:30]3[c:54]([cH:55][cH:56][cH:57]2)[C:51]([CH3:52])([CH3:53])[c:33]2[c:32]([c:37]([P:38]([c:39]4[cH:40][cH:41][cH:42][cH:43][cH:44]4)[c:45]4[cH:46][cH:47][cH:48][cH:49][cH:50]4)[cH:36][cH:35][cH:34]2)[O:31]3)[cH:58][cH:59][cH:60][cH:61][cH:62]1>>[c:2]1([S:63][c:64]2[cH:65][cH:66][cH:67][cH:68][cH:69]2)[cH:3][c:4]([C:5](=[O:6])[NH:7][CH:8]([CH3:9])[c:10]2[cH:11][c:12]([Cl:16])[cH:13][cH:14][cH:15]2)[cH:17][cH:18][c:19]1[Cl:20]. The product is CC(NC(=O)c1ccc(Cl)c(Sc2ccccc2)c1)c1cccc(Cl)c1. Yields the product COC(=O)CC1CN(CCSC2CCCC2)CCC1CCC(=O)c1ccnc2ccc(OC)cc12. Reaction SMILES: [C:37](=[O:38])([O-:39])[O-:40].[CH3:45][C:46]#[N:47].[CH:28]1([S:33][CH2:34][CH2:35][Cl:36])[CH2:29][CH2:30][CH2:31][CH2:32]1.[I-:44].[K+:41].[K+:42].[K+:43].[O:1]=[C:2]([CH2:3][CH2:4][CH:5]1[CH:6]([CH2:11][C:12](=[O:13])[O:14][CH3:15])[CH2:7][NH:8][CH2:9][CH2:10]1)[c:16]1[cH:17][cH:18][n:19][c:20]2[cH:21][cH:22][c:23]([O:26][CH3:27])[cH:24][c:25]12.[OH2:48]>>[O:1]=[C:2]([CH2:3][CH2:4][CH:5]1[CH:6]([CH2:11][C:12](=[O:13])[O:14][CH3:15])[CH2:7][N:8]([CH2:35][CH2:34][S:33][CH:28]2[CH2:29][CH2:30][CH2:31][CH2:32]2)[CH2:9][CH2:10]1)[c:16]1[cH:17][cH:18][n:19][c:20]2[cH:21][cH:22][c:23]([O:26][CH3:27])[cH:24][c:25]12. The reactants are O=C([O-])[O-], CC#N, ClCCSC1CCCC1, [I-], [K+], [K+], [K+], COC(=O)CC1CNCCC1CCC(=O)c1ccnc2ccc(OC)cc12, O. Starting materials: CC(C)([O-])C.[K+] (potassium tert-butoxide), C1(=CC=C(C=C1)S(=O)(=O)Cl)C (p-toluenesulfonyl chloride), C1(=CC=C(C=C1)S(=O)(=O)Cl)C (p-toluenesulfonyl chloride), ClC=1C(=C(C=CC1C#N)NC(=O)N1[C@]([C@@H](CC1)O[Si](C)(C)C(C)(C)C)(C)CO)C ((2R,3R)-3-(tert-Butyldimethylsilanyloxy)-2-hydroxymethyl-2-methylpyrrolidine-1-carboxylic acid (3-chloro-4-cyano-2-methyl-phenyl)-amide), solution, CC(C)([O-])C.[K+] (potassium tert-butoxide). Run in C1CCOC1 (THF), O (water), CCOC(=O)C (EtOAc), C1CCOC1 (THF), C1CCOC1 (THF). Reaction conditions: time 10 minute. Yields the product [Si](C)(C)(C(C)(C)C)O[C@@H]1CCN2C(N(C[C@@]21C)C2=C(C(=C(C#N)C=C2)Cl)C)=O ((7R,7aR)-4-[7-(tert-Butyldimethylsilanyloxy)-7a-methyl-3-oxotetrahydropyrrolo[1,2-c]imidazol-2-yl]-2-chloro-3-methyl-benzonitrile). Isolated yield 40.5%. As a reaction SMILES: [Cl:1][C:2]1[C:3]([CH3:29])=[C:4]([NH:10][C:11]([N:13]2[CH2:17][CH2:16][C@@H:15]([O:18][Si:19]([C:22]([CH3:25])([CH3:24])[CH3:23])([CH3:21])[CH3:20])[C@:14]2([CH2:27]O)[CH3:26])=[O:12])[CH:5]=[CH:6][C:7]=1[C:8]#[N:9].CC(C)([O-])C.[K+].C1(C)C=CC(S(Cl)(=O)=O)=CC=1>C1COCC1.O.CCOC(C)=O>[Si:19]([O:18][C@H:15]1[C@:14]2([CH3:26])[N:13]([C:11](=[O:12])[N:10]([C:4]3[CH:5]=[CH:6][C:7]([C:8]#[N:9])=[C:2]([Cl:1])[C:3]=3[CH3:29])[CH2:27]2)[CH2:17][CH2:16]1)([C:22]([CH3:25])([CH3:24])[CH3:23])([CH3:20])[CH3:21] |f:1.2|. Procedure details: To a solution of (2R,3R)-3-(tert-Butyldimethylsilanyloxy)-2-hydroxymethyl-2-methylpyrrolidine-1-carboxylic acid (3-chloro-4-cyano-2-methyl-phenyl)-amide (58D) (43 mg, 0.10 mmol) in THF (1 mL) at 0° C. was added a 1 M solution of potassium tert-butoxide in THF (0.24 mL, 0.24 mmol) followed by a solution of p-toluenesulfonyl chloride (22 mg, 0.12 mmol) in THF (0.5 mL). After 10 min, additional potassium tert-butoxide (50 □L) and p-toluenesulfonyl chloride (3 mg) were added. After another 10 min, t... The reactants are CC(C(C)(C)O1)(C)OB1C2=CC=CC(C3=NN=NN3)=C2, ClC1=CC2=C(C=CN2)C=C1. The reagents and catalysts are CC(C)(C)C1=CC=C(C=C1)C2=CC=C(C=C2)C(C)(C)C, [O-]P(=O)([O-])[O-].[K+].[K+].[K+], CC(C1=CC(C(C)C)=C(C2=CC=CC=C2P(C3CCCCC3)C4CCCCC4)C(C(C)C)=C1)C.NC5=CC=CC=C5C6=CC=CC=[C-]6.Cl[Pd+]. Solvent: C1CCOC1, O (water), C1CCOC1. Run at temperature 25 celsius, time 24 hour. The product is C12=C(NC=C2)C=C(C3=CC=CC(C4=NN=NN4)=C3)C=C1. Yield: 0.0%.